Dataset: the Open Reaction Database (ORD), a public repository of structured organic reaction records. Task: describe an organic reaction: reactants, conditions, products, and yield Reactants: CC(=O)C1CN(C)C2Cc3cn(S(=O)(=O)c4ccccc4)c4cccc(c34)C12, CCO, [K+], [OH-]. Product: CC(=O)C1CN(C)C2Cc3c[nH]c4cccc(c34)C12. As a reaction SMILES: [C:1]([CH3:2])(=[O:3])[CH:4]1[CH2:5][N:6]([CH3:28])[CH:7]2[CH2:8][c:9]3[cH:10][n:11]([S:19]([c:20]4[cH:21][cH:22][cH:23][cH:24][cH:25]4)(=[O:26])=[O:27])[c:12]4[cH:13][cH:14][cH:15][c:16]([c:17]34)[CH:18]12.[CH3:31][CH2:32][OH:33].[K+:30].[OH-:29]>>[C:1]([CH3:2])(=[O:3])[CH:4]1[CH2:5][N:6]([CH3:28])[CH:7]2[CH2:8][c:9]3[cH:10][nH:11][c:12]4[cH:13][cH:14][cH:15][c:16]([c:17]34)[CH:18]12.